From a dataset of the Open Reaction Database (ORD), a public repository of structured organic reaction records. describe an organic reaction: reactants, conditions, products, and yield Reactants: BrC1=C(C(=O)NC1=O)Br (dibromomaleimide), CC=1NC2=CC=CC=C2C1 (2-methylindole), solution, C[Mg]I (methylmagnesium iodide). The solvent is C1=CC=CC=C1 (benzene), C(C)OCC (diethyl ether). Conditions: time 0.5 hour. The product is CC=1NC2=CC=CC=C2C1C=1C(NC(C1C1=C(NC2=CC=CC=C12)C)=O)=O (3,4-bis(2-methyl-3-indolyl)-1H-pyrrole-2,5-dione). Isolated yield 39.4%. As a reaction SMILES: [CH3:1][C:2]1[NH:3][C:4]2[C:9]([CH:10]=1)=[CH:8][CH:7]=[CH:6][CH:5]=2.C[Mg]I.Br[C:15]1[C:20](=[O:21])[NH:19][C:17](=[O:18])[C:16]=1Br>C1C=CC=CC=1.C(OCC)C>[CH3:1][C:2]1[NH:3][C:4]2[C:9]([C:10]=1[C:16]1[C:17](=[O:18])[NH:19][C:20](=[O:21])[C:15]=1[C:10]1[C:9]3[C:4](=[CH:5][CH:6]=[CH:7][CH:8]=3)[NH:3][C:2]=1[CH3:1])=[CH:8][CH:7]=[CH:6][CH:5]=2. Reported procedure: A solution of 4.12 g of 2-methylindole in 75 ml of benzene was treated with 9.2 ml of a 3M solution of methylmagnesium iodide in diethyl ether and the resulting solution was stirred under nitrogen for 0.5 hour. 2.0 g of dibromomaleimide were added and the mixture was heated to reflux for 14 hours. The cooled mixture was evaporated, dissolved in 200 ml of dichloromethane and acidified with 100 ml of 2M hydrochloric acid. The organic layer was separated, washed with 100 ml of water, dried and evap... The reactants are CN(S(=O)(=O)N1C(=NC(=C1)C(C1=CC2=CC=CC=C2C=C1)O)[Si](C)(C)C(C)(C)C)C (2-(tert-Butyl-dimethyl-silanyl)-4-(hydroxy-naphthalen-2-yl-methyl)-imidazole-1-sulfonic acid dimethylamide), [F-].C(CCC)[N+](CCCC)(CCCC)CCCC (tetrabutylammonium fluoride). The solvent is C1CCOC1 (THF). Yields the product CN(S(=O)(=O)N1C=NC(=C1)C(C1=CC2=CC=CC=C2C=C1)O)C (4-(hydroxy-naphthalen-2-yl-methyl)-imidazole-1-sulfonic acid dimethylamide). As a reaction SMILES: [CH3:1][N:2]([CH3:30])[S:3]([N:6]1[CH:10]=[C:9]([CH:11]([OH:22])[C:12]2[CH:21]=[CH:20][C:19]3[C:14](=[CH:15][CH:16]=[CH:17][CH:18]=3)[CH:13]=2)[N:8]=[C:7]1[Si](C(C)(C)C)(C)C)(=[O:5])=[O:4].[F-].C([N+](CCCC)(CCCC)CCCC)CCC>C1COCC1>[CH3:1][N:2]([CH3:30])[S:3]([N:6]1[CH:10]=[C:9]([CH:11]([OH:22])[C:12]2[CH:21]=[CH:20][C:19]3[C:14](=[CH:15][CH:16]=[CH:17][CH:18]=3)[CH:13]=2)[N:8]=[CH:7]1)(=[O:4])=[O:5] |f:1.2|. Procedure details: 2-(tert-Butyl-dimethyl-silanyl)-4-(hydroxy-naphthalen-2-yl-methyl)-imidazole-1-sulfonic acid dimethylamide (Intermediate-I1) (2.6 g, 5.4 mmol) in THF (30 mL) was treated with tetrabutylammonium fluoride (TBAF) (5.8 mL of a 1M soln) at rt for 1 h. The reaction mixture was subjected to an aqueous work-up and the product was purified by chromatography on silica gel with 66% EtOAc:hexane to give 4-(hydroxy-naphthalen-2-yl-methyl)-imidazole-1-sulfonic acid dimethylamide as a white solid, 1.54 g (80%)... Starting materials: CC(C)(C)OC(=O)N[C@H]1COC1=O (BOC-L-serine β-lactone), FC(C(=O)O)(F)F.N[C@@H]1C(OC1)=O ((S)-3-amino-2-oxetanone trifluoroacetic acid salt), OP(=O)([O-])[O-].[K+].[K+] (K2HPO4), C1COCCOCCOCCOCCOCCO1 (18-crown-6 ether). Solvent: O (H2O), CN(C)C=O (DMF), CN(C)C=O (DMF). Run at time 3 day. Product: P(=O)(O)(O)OC[C@H](N)C(=O)O (O-phospho-L-serine). The yield is 87.2%. RXN SMILES: [OH:1][P:2]([O-:5])([O-:4])=[O:3].[K+].[K+].C1OCCOCCOCCOCCOCCOC1.CC(OC([NH:33][C@@H:34]1[C:37](=[O:38])[O:36][CH2:35]1)=O)(C)C.FC(F)(F)C(O)=O.N[C@H]1COC1=O>CN(C=O)C.O>[P:2]([O:5][CH2:35][C@@H:34]([C:37]([OH:38])=[O:36])[NH2:33])([OH:4])([OH:1])=[O:3] |f:0.1.2,5.6|. Procedure details: K2HPO4 (0.446 g, 3.28 mmol, dried 4 h at 130° C.) and 18-crown-6 ether (0.867 g, 3.28 mmol) were stirred 16 h in anhydrous DMF (10 mL). BOC-L-serine β-lactone (169 mg, 0.902 mmol) was deprotected to (S)-3-amino-2-oxetanone trifluoroacetic acid salt and added as a solution in DMF (3 mL). The mixture was stirred 3 days, diluted with H2O (to 50 mL), and applied to a column of AG1-X8 (trademark) (80 mL, 3 cm dia., OH- form). Elution (2 mL/min) with a linear gradient (0 to 3M over 10 L) of formic aci... Starting materials: ClC1=C(C=CC(=C1)NNC(=O)OCC)CN1OCC(C1=O)(C)C (2-[[2-chloro-4-(ethoxycarbonylhydrazo)phenyl]methyl]-4,4-dimethyl-3-isoxazolidinone), S(=O)(=O)([O-])[O-].[Mg+2] (magnesium sulfate). The reagents and catalysts are [Ag]=O (Silver oxide), [Ag]=O (silver oxide). Run in C1(=CC=CC=C1)C (toluene). Reaction conditions: time 1 hour. Product: ClC1=C(C=CC(=C1)N=NC(=O)OCC)CN1OCC(C1=O)(C)C (2-[[2-chloro-4-(ethoxycarbonylazo)phenyl]methyl]-4,4-dimethyl-3-isoxazolidinone). The yield is 81.8%. Reaction SMILES: [Cl:1][C:2]1[CH:7]=[C:6]([NH:8][NH:9][C:10]([O:12][CH2:13][CH3:14])=[O:11])[CH:5]=[CH:4][C:3]=1[CH2:15][N:16]1[C:20](=[O:21])[C:19]([CH3:23])([CH3:22])[CH2:18][O:17]1.S([O-])([O-])(=O)=O.[Mg+2]>C1(C)C=CC=CC=1.[Ag]=O>[Cl:1][C:2]1[CH:7]=[C:6]([N:8]=[N:9][C:10]([O:12][CH2:13][CH3:14])=[O:11])[CH:5]=[CH:4][C:3]=1[CH2:15][N:16]1[C:20](=[O:21])[C:19]([CH3:22])([CH3:23])[CH2:18][O:17]1 |f:1.2|. Procedure: A stirred mixture of 2-[[2-chloro-4-(ethoxycarbonylhydrazo)phenyl]methyl]-4,4-dimethyl-3-isoxazolidinone (1.24 g, 0.0036 mole) and magnesium sulfate (0.5 g, 0.004 mole) in toluene was cooled in a water bath. Silver oxide (0.6 g) was added and the mixture was stirred for one hour. Additional silver oxide (0.6 g) was added, and the mixture was stirred an additional one hour. The reaction mixture was filtered and the filtrate concentrated under reduced pressure. The residue was chromatographed on s... Reactants: Cl.NCC(=O)OC (methyl 2-aminoacetate hydrochloride), OC=1C2=C(N(C(C1C(=O)OCC)=O)C)C=CS2 (ethyl 7-hydroxy-4-methyl-5-oxo-4,5-dihydrothieno[3,2-b]pyridine-6-carboxylate), OC=1C2=C(N(C(C1C(=O)NCC(=O)OC)=O)C)C=CS2 (Methyl 2-(7-hydroxy-4-methyl-5-oxo-4,5-dihydrothieno[3,2-b]pyridine-6-carboxamido)acetate), ice water. The solvent is O1CCOCC1 (dioxane). Conditions: temperature 100 celsius, time 15 hour. Yields the product OC=1C2=C(N(C(C1C(=O)NCC(=O)O)=O)C)C=CS2 (2-(7-Hydroxy-4-methyl-5-oxo-4,5-dihydrothieno[3,2-b]pyridine-6-carboxamido)acetic Acid). Reaction SMILES: [OH:1][C:2]1[C:3]2[S:20][CH:19]=[CH:18][C:4]=2[N:5]([CH3:17])[C:6](=[O:16])[C:7]=1[C:8]([NH:10][CH2:11][C:12]([O:14]C)=[O:13])=[O:9].Cl.NCC(OC)=O.OC1C2SC=CC=2N(C)C(=O)C=1C(OCC)=O>O1CCOCC1>[OH:1][C:2]1[C:3]2[S:20][CH:19]=[CH:18][C:4]=2[N:5]([CH3:17])[C:6](=[O:16])[C:7]=1[C:8]([NH:10][CH2:11][C:12]([OH:14])=[O:13])=[O:9] |f:1.2|. Procedure details: Methyl 2-(7-hydroxy-4-methyl-5-oxo-4,5-dihydrothieno[3,2-b]pyridine-6-carboxamido)acetate. A mixture of methyl 2-aminoacetate hydrochloride (291 mg, 2317 μmol) and ethyl 7-hydroxy-4-methyl-5-oxo-4,5-dihydrothieno[3,2-b]pyridine-6-carboxylate (489 mg, 1931 μmol) in 15 mL dioxane was heated to 100° C. in a sealed tube and stirred for 15 hours. The mixture was cooled to room temperature, and the resulting suspension was added dropwise to 100 mL ice-water. The precipitate was collected by filtration...